Dataset: the Open Reaction Database (ORD), a public repository of structured organic reaction records. Task: describe an organic reaction: reactants, conditions, products, and yield The reactants are C([O-])([O-])=O.[K+].[K+] (potassium carbonate), ClCCCN1CCOCC1 (1-chloro-3-(morpholin-4-yl)propane), C(#N)C=1C=C2C(=CC=NC2=CC1[O-])OC1=CC=C(C=C1)NC(=O)NC1=CC=C(C=C1)OC.[Na+] (sodium 6-cyano-4-(4-((4-methoxyanilino)carbonyl)aminophenoxy)-7-quinolinolate). Solvent: CN(C=O)C (dimethylformamide). Conditions: temperature 80 celsius, time 2 hour. Product: C(#N)C=1C=C2C(=CC=NC2=CC1OCCCN1CCOCC1)OC1=CC=C(C=C1)NC(=O)NC1=CC=C(C=C1)OC (N-(4-(6-Cyano-7-(3-(morpholin-4-yl)propoxy)-4-quinolyl)oxyphenyl)-N′-(4-methoxyphenyl)urea). Isolated yield 97.2%. As a reaction SMILES: [C:1]([C:3]1[CH:4]=[C:5]2[C:10](=[CH:11][C:12]=1[O-:13])[N:9]=[CH:8][CH:7]=[C:6]2[O:14][C:15]1[CH:20]=[CH:19][C:18]([NH:21][C:22]([NH:24][C:25]2[CH:30]=[CH:29][C:28]([O:31][CH3:32])=[CH:27][CH:26]=2)=[O:23])=[CH:17][CH:16]=1)#[N:2].[Na+].C(=O)([O-])[O-].[K+].[K+].Cl[CH2:41][CH2:42][CH2:43][N:44]1[CH2:49][CH2:48][O:47][CH2:46][CH2:45]1>CN(C)C=O>[C:1]([C:3]1[CH:4]=[C:5]2[C:10](=[CH:11][C:12]=1[O:13][CH2:41][CH2:42][CH2:43][N:44]1[CH2:49][CH2:48][O:47][CH2:46][CH2:45]1)[N:9]=[CH:8][CH:7]=[C:6]2[O:14][C:15]1[CH:20]=[CH:19][C:18]([NH:21][C:22]([NH:24][C:25]2[CH:26]=[CH:27][C:28]([O:31][CH3:32])=[CH:29][CH:30]=2)=[O:23])=[CH:17][CH:16]=1)#[N:2] |f:0.1,2.3.4|. Procedure details: The sodium 6-cyano-4-(4-((4-methoxyanilino)carbonyl)aminophenoxy)-7-quinolinolate (100 mg) synthesized in Example 87 was dissolved in dimethylformamide (2.5 ml), and then potassium carbonate (65 mg, 0.4690 mmol) and 1-chloro-3-(morpholin-4-yl)propane (38 mg, 0.2345 mmol, J. Am. Chem. Soc. 67, 736 (1945)) were added and the mixture was heated and stirred at 80° C. for 2 hours. After allowing the mixture to stand and adding saturated saline, it was extracted with ethyl acetate, the extract was was... Starting materials: C(C)(C)N(CC)C(C)C (diisopropylethylamine), C(#N)CC(=O)OCC (ethyl cyanoacetate), BrC(C(=O)C=1C(=NC=CC1)F)C (2-bromo-1-(2-fluoropyridin-3-yl)propan-1-one). Solvent: O1CCCC1 (tetrahydrofuran), O1CCCC1 (tetrahydrofuran). Reaction conditions: time 14 hour. The product is C(#N)C(C(=O)OCC)C(C(=O)C=1C(=NC=CC1)F)C (Ethyl 2-cyano-4-(2-fluoropyridin-3-yl)-3-methyl-4-oxobutanoate). The yield is 70.0%. RXN SMILES: C(N(C(C)C)CC)(C)C.[C:10]([CH2:12][C:13]([O:15][CH2:16][CH3:17])=[O:14])#[N:11].Br[CH:19]([CH3:29])[C:20]([C:22]1[C:23]([F:28])=[N:24][CH:25]=[CH:26][CH:27]=1)=[O:21]>O1CCCC1>[C:10]([CH:12]([CH:19]([CH3:29])[C:20]([C:22]1[C:23]([F:28])=[N:24][CH:25]=[CH:26][CH:27]=1)=[O:21])[C:13]([O:15][CH2:16][CH3:17])=[O:14])#[N:11]. Procedure: To a solution of diisopropylethylamine (45 mL) and ethyl cyanoacetate (11.5 g) in tetrahydrofuran (50 mL) was added dropwise a solution of 2-bromo-1-(2-fluoropyridin-3-yl)propan-1-one (29.6 g) in tetrahydrofuran (50 mL), and the mixture was stirred at room temperature for 14 hr. Insoluble materials were filtered off, and filtrate was concentrated under reduced pressure. Water was added to the residue, and the mixture was extracted with ethyl acetate. The extract was washed with water and saturat... The reactants are C1(CC1)N(C(=O)C1=NC(=NC(=C1OCC1=CC=CC=C1)O)CC1(CCCC1)C1=CC=CC=C1)CCO (5-benzyloxy-6-hydroxy-2-(1-phenyl-cyclopentylmethyl)-pyrimidine-4-carboxylic acid cyclopropyl-(2-hydroxyethyl)-amide), C1(=CC=CC=C1)P(C1=CC=CC=C1)C1=CC=CC=C1 (triphenyl phosphine), N(=NC(=O)OC(C)C)C(=O)OC(C)C (diisopropyl azodicarboxylate). Solvent: ClCCl (dichloromethane). Conditions: time 10 minute. Yields the product C(C1=CC=CC=C1)OC1=C2N(C(=NC1=O)CC1(CCCC1)C1=CC=CC=C1)CCN(C2=O)C2CC2 (9-benzyloxy-2-cyclopropyl-6-(1-phenyl-cyclopentylmethyl)-3,4-dihydro-2H-pyrazino[1,2-c]pyrimidine-1,8-dione). The yield is 61.8%. RXN SMILES: [CH:1]1([N:4]([CH2:34][CH2:35]O)[C:5]([C:7]2[C:12]([O:13][CH2:14][C:15]3[CH:20]=[CH:19][CH:18]=[CH:17][CH:16]=3)=[C:11]([OH:21])[N:10]=[C:9]([CH2:22][C:23]3([C:28]4[CH:33]=[CH:32][CH:31]=[CH:30][CH:29]=4)[CH2:27][CH2:26][CH2:25][CH2:24]3)[N:8]=2)=[O:6])[CH2:3][CH2:2]1.C1(P(C2C=CC=CC=2)C2C=CC=CC=2)C=CC=CC=1.N(C(OC(C)C)=O)=NC(OC(C)C)=O>ClCCl>[CH2:14]([O:13][C:12]1[C:11](=[O:21])[N:10]=[C:9]([CH2:22][C:23]2([C:28]3[CH:33]=[CH:32][CH:31]=[CH:30][CH:29]=3)[CH2:27][CH2:26][CH2:25][CH2:24]2)[N:8]2[CH2:35][CH2:34][N:4]([CH:1]3[CH2:2][CH2:3]3)[C:5](=[O:6])[C:7]=12)[C:15]1[CH:20]=[CH:19][CH:18]=[CH:17][CH:16]=1. Reported procedure: To a stirred solution of 5-benzyloxy-6-hydroxy-2-(1-phenyl-cyclopentylmethyl)-pyrimidine-4-carboxylic acid cyclopropyl-(2-hydroxyethyl)-amide (285) (300 mg, 0.62 mmol) in dichloromethane (30 mL) were added triphenyl phosphine (242 mg, 0.92 mmol) and diisopropyl azodicarboxylate (0.2 mL, 1.23 mmol) at room temperature. Stirring was continued for 10 min at room temperature. The reaction mixture was concentrated under reduced pressure to get a crude product, which was purified by Combi-Flash column... Reactants: C(CC)=O (propanaldehyde), N1(C=NC=C1)C1=CC=C(C=C1)N (4-(1H-imidazol-1-yl)benzenamine). The product is N1(C=NC=C1)C1=CC=C(C=C1)NCCC (4-(1H-Imidazole-1-yl)-N-propylbenzenamine). As a reaction SMILES: [CH:1](=O)[CH2:2][CH3:3].[N:5]1([C:10]2[CH:15]=[CH:14][C:13]([NH2:16])=[CH:12][CH:11]=2)[CH:9]=[CH:8][N:7]=[CH:6]1>>[N:5]1([C:10]2[CH:15]=[CH:14][C:13]([NH:16][CH2:1][CH2:2][CH3:3])=[CH:12][CH:11]=2)[CH:9]=[CH:8][N:7]=[CH:6]1. Procedure details: In a manner similar to Preparation 8, react propanaldehyde with 4-(1H-imidazol-1-yl)benzenamine to obtain the title compound. The reactants are [H-].[Na+] (NaH), S(=O)(=O)(OC[C@H]1CO1)C1=CC=C(C)C=C1 ((R)-glycidyl tosylate), C(C=C)OC1=C(C=CC(=C1)[N+](=O)[O-])O (2-allyloxy-4-nitrophenol), C1(=CC=CC=C1)O (phenol). Reaction conditions: time 30 minute. Product: C(C=C)OC1=C(OCC2OC2)C=CC(=C1)[N+](=O)[O-] (2-(2-Allyloxy-4-nitrophenoxymethyl)-oxirane). RXN SMILES: [H-].[Na+].[CH2:3]([O:6][C:7]1[CH:12]=[C:11]([N+:13]([O-:15])=[O:14])[CH:10]=[CH:9][C:8]=1[OH:16])[CH:4]=[CH2:5].[C:17]1([OH:23])C=CC=[CH:19][CH:18]=1.S(C1C=CC(C)=CC=1)(OC[C@@H]1OC1)(=O)=O>>[CH2:3]([O:6][C:7]1[CH:12]=[C:11]([N+:13]([O-:15])=[O:14])[CH:10]=[CH:9][C:8]=1[O:16][CH2:19][CH:18]1[CH2:17][O:23]1)[CH:4]=[CH2:5] |f:0.1|. Procedure: 20 g (0.50 mole) of 60% NaH/mineral oil was placed in a two-liter flask and washed with 500 mL of hexane. 1 L of DMF was added, followed by 77 g (0.40 mole) of the 2-allyloxy-4-nitrophenol prepared in the previous step. Addition of the phenol was performed in portions under argon. After stirring the mixture for 30 minutes at room temperature under argon, 108 g (0.48 moles) of (R)-glycidyl tosylate was added and the mixture heated at 70-75° C. under nitrogen overnight. Upon cooling, the DMF was r... The reactants are OC1=CC=NC=C1 (4-hydroxypyridine), CNC (dimethylamine), C=O (formalin). Run in O (water). Run at temperature 50 celsius, time 4 hour. Product: CN(C)CC1=NC=CC=C1O (2-[(dimethylamino)methyl]pyridin-3-ol). The yield is 64.8%. As a reaction SMILES: O[C:2]1[CH:7]=[CH:6][N:5]=[CH:4][CH:3]=1.[CH3:8][NH:9][CH3:10].[CH2:11]=[O:12]>O>[CH3:8][N:9]([CH2:7][C:6]1[C:11]([OH:12])=[CH:2][CH:3]=[CH:4][N:5]=1)[CH3:10]. Procedure: To a solution of 4-hydroxypyridine (200 g, 2.10 mol) in water (500 mL) were added 50% aqueous dimethylamine (228 g) solution and 36% aqueous formalin (210 g) solution, and the mixture was stirred at 50° C. for 4 hr. The solvent was evaporated under reduced pressure, and the resulting crystals were collected by filtration to give the title compound (207 g, yield 65%).